Dataset: the Open Reaction Database (ORD), a public repository of structured organic reaction records. Task: describe an organic reaction: reactants, conditions, products, and yield The product is C(C)OP(=O)(OCC)CC=O.CC[C@@H]1[C@@]([C@@H]([C@H]([C@H]([C@@H](C[C@@]([C@@H]([C@H]([C@H]([C@H](C(=O)O1)C)O[C@H]2C[C@@]([C@H]([C@@H](O2)C)O)(C)OC)C)O[C@H]3[C@@H]([C@H](C[C@H](O3)C)N(C)C)O)(C)O)C)N)C)O)(C)O (Diethylphosphonoacetaldehyde erythromycylamine). Solvent: O1CCOCC1 (dioxane). Reaction SMILES: [CH3:1][CH2:2][C@H:3]1[O:17][C:15](=[O:16])[C@H:14]([CH3:18])[C@H:13]([O:19][C@@H:20]2[O:25][C@@H:24]([CH3:26])[C@H:23]([OH:27])[C@@:22]([O:29][CH3:30])([CH3:28])[CH2:21]2)[C@H:12]([CH3:31])[C@@H:11]([O:32][C@@H:33]2[O:38][C@H:37]([CH3:39])[CH2:36][C@H:35]([N:40]([CH3:42])[CH3:41])[C@H:34]2[OH:43])[C@@:10]([OH:45])([CH3:44])[CH2:9][C@@H:8]([CH3:46])[C@H:7]([NH2:47])[C@H:6]([CH3:48])[C@@H:5]([OH:49])[C@@:4]1([OH:51])[CH3:50].[CH2:52]([O:54][P:55]([CH2:60][CH:61]=[O:62])([O:57][CH2:58][CH3:59])=[O:56])[CH3:53]>O1CCOCC1>[CH2:58]([O:57][P:55]([CH2:60][CH:61]=[O:62])([O:54][CH2:52][CH3:53])=[O:56])[CH3:59].[CH3:1][CH2:2][C@H:3]1[O:17][C:15](=[O:16])[C@H:14]([CH3:18])[C@H:13]([O:19][C@@H:20]2[O:25][C@@H:24]([CH3:26])[C@H:23]([OH:27])[C@@:22]([O:29][CH3:30])([CH3:28])[CH2:21]2)[C@H:12]([CH3:31])[C@@H:11]([O:32][C@@H:33]2[O:38][C@H:37]([CH3:39])[CH2:36][C@H:35]([N:40]([CH3:41])[CH3:42])[C@H:34]2[OH:43])[C@@:10]([OH:45])([CH3:44])[CH2:9][C@@H:8]([CH3:46])[C@H:7]([NH2:47])[C@H:6]([CH3:48])[C@@H:5]([OH:49])[C@@:4]1([OH:51])[CH3:50] |f:3.4|. Run at time 24 hour. Procedure details: A mixture consisting of 23 gm (0.03 mol) of erythromycylamine, 10 gm (0.055 mol) of diethylphosphonoacetaldehyde and 300 ml of absolute dioxane was stirred at room temperature for 24 hours. After evaporation of the solvent, the residue was taken up in 150 ml of hot acetonitrile, and the solution was mixed with 750 ml of water. Upon cooling 13 gm (43% of theory) of colorless crystals precipitated, which were dried at 80° C in vacuo. M.p. 110°-113° C (decomp.). The reactants are CC[C@@H]1[C@@]([C@@H]([C@H]([C@H]([C@@H](C[C@@]([C@@H]([C@H]([C@H]([C@H](C(=O)O1)C)O[C@H]2C[C@@]([C@H]([C@@H](O2)C)O)(C)OC)C)O[C@H]3[C@@H]([C@H](C[C@H](O3)C)N(C)C)O)(C)O)C)N)C)O)(C)O (erythromycylamine), C(C)OP(=O)(OCC)CC=O (diethylphosphonoacetaldehyde).